Dataset: the Open Reaction Database (ORD), a public repository of structured organic reaction records. Task: describe an organic reaction: reactants, conditions, products, and yield Product: NC1=C(CNC2CCN(CC2)CC2=CC=CC=C2)C(=CC=C1)OC ((2-Amino-6-methoxy-benzyl)-(1-benzyl-piperidin-4-yl)-amine). Conditions: temperature 0 celsius. Reported procedure: Into a flame dried flask, N-(1-benzyl-piperidin-4-yl)-2-methoxy-6-nitro-benzamide (1.0 g, 2.8 mmol) and lithium aluminium hydride (0.31 g, 8.45 mmol) were combined. To the mixture was added anhydrous 1,4-dioxane (15 mL). The mixture was slowly brought to reflux over 1 h and stirred at reflux for 16 h. The reaction mixture was cooled to 0° C. and excess lithium aluminium hydride destroyed by dropwise addition of methanol, followed by careful addition of 20% potassium hydroxide. The aluminum salts... Reaction SMILES: [CH2:1]([N:8]1[CH2:13][CH2:12][CH:11]([NH:14][C:15](=O)[C:16]2[C:21]([N+:22]([O-])=O)=[CH:20][CH:19]=[CH:18][C:17]=2[O:25][CH3:26])[CH2:10][CH2:9]1)[C:2]1[CH:7]=[CH:6][CH:5]=[CH:4][CH:3]=1.[H-].[Al+3].[Li+].[H-].[H-].[H-]>O1CCOCC1>[NH2:22][C:21]1[CH:20]=[CH:19][CH:18]=[C:17]([O:25][CH3:26])[C:16]=1[CH2:15][NH:14][CH:11]1[CH2:12][CH2:13][N:8]([CH2:1][C:2]2[CH:7]=[CH:6][CH:5]=[CH:4][CH:3]=2)[CH2:9][CH2:10]1 |f:1.2.3.4.5.6|. Run in O1CCOCC1 (1,4-dioxane). Reactants: C(C1=CC=CC=C1)N1CCC(CC1)NC(C1=C(C=CC=C1[N+](=O)[O-])OC)=O (N-(1-benzyl-piperidin-4-yl)-2-methoxy-6-nitro-benzamide), [H-].[Al+3].[Li+].[H-].[H-].[H-] (lithium aluminium hydride). As a reaction SMILES: [F:1][C:2]1[CH:18]=[C:17]([F:19])[CH:16]=[CH:15][C:3]=1[O:4][C:5]1[N:10]=[C:9]2[NH:11][N:12]=[C:13]([NH2:14])[C:8]2=[CH:7][N:6]=1.[CH2:20]([S:22](Cl)(=[O:24])=[O:23])[CH3:21].N1C=CC=CC=1>O1CCOCC1>[F:1][C:2]1[CH:18]=[C:17]([F:19])[CH:16]=[CH:15][C:3]=1[O:4][C:5]1[N:10]=[C:9]2[NH:11][N:12]=[C:13]([NH:14][S:22]([CH2:20][CH3:21])(=[O:24])=[O:23])[C:8]2=[CH:7][N:6]=1. Procedure: To 6-(2,4-difluoro-phenoxy)-1H-pyrazolo[3,4-d]pyrimidin-3-ylamine (60 mg, 0.228 mmol) in 2 mL dioxane was added ethanesulfonyl chloride (22.0 uL, 0.228 mmol) and pyridine (18.5 uL, 0.228 mmol). The reaction mixture was heated to reflux with stirring for two hours, then cooled and chromatographed through silica (0%-40% EtOAc in hexanes) to give 31 mg of ethanesulfonic acid [6-(2,4-difluoro-phenoxy)-1H-pyrazolo[3,4-d]pyrimidin-3-yl]-amide, MP=226.0-226.9° C., MS(M+H)=356. Solvent: O1CCOCC1 (dioxane). Conditions: time 2 hour. The product is FC1=C(OC2=NC=C3C(=N2)NN=C3NS(=O)(=O)CC)C=CC(=C1)F (ethanesulfonic acid [6-(2,4-difluoro-phenoxy)-1H-pyrazolo[3,4-d]pyrimidin-3-yl]-amide). The yield is 38.3%. Reactants: FC1=C(OC2=NC=C3C(=N2)NN=C3N)C=CC(=C1)F (6-(2,4-difluoro-phenoxy)-1H-pyrazolo[3,4-d]pyrimidin-3-ylamine), C(C)S(=O)(=O)Cl (ethanesulfonyl chloride), N1=CC=CC=C1 (pyridine).